This data is from the Open Reaction Database (ORD), a public repository of structured organic reaction records. The task is: describe an organic reaction: reactants, conditions, products, and yield Starting materials: C(C1=CC=CC=C1)N1CCC2=CC(=CC=C12)O (1-benzylindolin-5-ol), C1=C(C=CC2=CC=CC=C12)N=C=O (2-naphthylisocyanate), Example 2 ( 2 ). Yields the product C1=C(C=CC2=CC=CC=C12)NC(OC=1C=C2CCN(C2=CC1)CC1=CC=CC=C1)=O (1-benzylindolin-5-yl 2-naphthylcarbamate), solid. Isolated yield 55.0%. As a reaction SMILES: [CH2:1]([N:8]1[C:16]2[C:11](=[CH:12][C:13]([OH:17])=[CH:14][CH:15]=2)[CH2:10][CH2:9]1)[C:2]1[CH:7]=[CH:6][CH:5]=[CH:4][CH:3]=1.[CH:18]1[C:27]2[C:22](=[CH:23][CH:24]=[CH:25][CH:26]=2)[CH:21]=[CH:20][C:19]=1[N:28]=[C:29]=[O:30]>>[CH:18]1[C:27]2[C:22](=[CH:23][CH:24]=[CH:25][CH:26]=2)[CH:21]=[CH:20][C:19]=1[NH:28][C:29](=[O:30])[O:17][C:13]1[CH:12]=[C:11]2[C:16](=[CH:15][CH:14]=1)[N:8]([CH2:1][C:2]1[CH:3]=[CH:4][CH:5]=[CH:6][CH:7]=1)[CH2:9][CH2:10]2. Reported procedure: The title compound was synthesized from 1-benzylindolin-5-ol (15.0 mg, 66.6 μmol) using the same procedure employed for Example 2 (2), but with 2-naphthylisocyanate instead of 4-isopropylphenylisocyanate. The product was obtained as a white solid (14.4 mg, 55%) having the following characteristics. Reactants: COC1=CC=C(C=C1)/C(=C/C=C/C(=O)O)/C1=CC=CC=C1 ((E,E)-5-(4-methoxyphenyl)-5-phenyl-2,4-pentadienoic acid), [N+](=O)([O-])C1=CC=C(C=C1)O (4-nitrophenol), C1(CCCCC1)N=C=NC1CCCCC1 (1.3-dicyclohexylcarbodiimide). Solvent: C(Cl)(Cl)(Cl)Cl (carbon tetrachloride), ClCCl (dichloromethane). Reaction conditions: time 2 day. Product: [N+](=O)([O-])C1=CC=C(C=C1)OC(\C=C\C=C(/C1=CC=CC=C1)\C1=CC=C(C=C1)OC)=O ((E,E)-5-(4-methoxyphenyl)-5-phenyl-2,4-pentadienoic acid 4-nitrophenyl ester). The yield is 55.6%. RXN SMILES: [CH3:1][O:2][C:3]1[CH:8]=[CH:7][C:6](/[C:9](/[C:16]2[CH:21]=[CH:20][CH:19]=[CH:18][CH:17]=2)=[CH:10]/[CH:11]=[CH:12]/[C:13]([OH:15])=[O:14])=[CH:5][CH:4]=1.[N+:22]([C:25]1[CH:30]=[CH:29][C:28](O)=[CH:27][CH:26]=1)([O-:24])=[O:23].C1(N=C=NC2CCCCC2)CCCCC1>C(Cl)(Cl)(Cl)Cl.ClCCl>[N+:22]([C:25]1[CH:30]=[CH:29][C:28]([O:14][C:13](=[O:15])/[CH:12]=[CH:11]/[CH:10]=[C:9](/[C:6]2[CH:5]=[CH:4][C:3]([O:2][CH3:1])=[CH:8][CH:7]=2)\[C:16]2[CH:17]=[CH:18][CH:19]=[CH:20][CH:21]=2)=[CH:27][CH:26]=1)([O-:24])=[O:23]. Procedure details: As in Example 115, (E,E)-5-(4-methoxyphenyl)-5-phenyl-2,4-pentadienoic acid (5.2 g) and 4-nitrophenol (3.14 g) in 30 mL of carbon tetrachloride and 10 mL of dichloromethane was treated with 1.3-dicyclohexylcarbodiimide (3.8 g). The mixture was stirred at room temperature for 2 days. After the usual work up. the ester was crystallized from ether-hexane to yield 4.14 g of (E,E)-5-(4-methoxyphenyl)-5-phenyl-2,4-pentadienoic acid 4-nitrophenyl ester, mP 113°-115° C. Starting materials: CCCCP(CCCC)CCCC, Cc1ccccc1, O=C(N=NC(=O)N1CCCCC1)N1CCCCC1, O=C1SC(Cc2ccc(O)cc2)C(=O)N1C(c1ccccc1)(c1ccccc1)c1ccccc1, Cn1c(CO)nc2cnccc21. Yields the product Cn1c(COc2ccc(CC3SC(=O)N(C(c4ccccc4)(c4ccccc4)c4ccccc4)C3=O)cc2)nc2cnccc21. As a reaction SMILES: [CH2:47]([P:48]([CH2:49][CH2:50][CH2:51][CH3:52])[CH2:53][CH2:54][CH2:55][CH3:56])[CH2:57][CH2:58][CH3:59].[CH3:78][c:79]1[cH:80][cH:81][cH:82][cH:83][cH:84]1.[N:60]([C:61]([N:62]1[CH2:63][CH2:64][CH2:65][CH2:66][CH2:67]1)=[O:68])=[N:69][C:70]([N:71]1[CH2:72][CH2:73][CH2:74][CH2:75][CH2:76]1)=[O:77].[OH:13][c:14]1[cH:15][cH:16][c:17]([CH2:18][CH:19]2[C:20](=[O:44])[N:21]([C:25]([c:26]3[cH:27][cH:28][cH:29][cH:30][cH:31]3)([c:32]3[cH:33][cH:34][cH:35][cH:36][cH:37]3)[c:38]3[cH:39][cH:40][cH:41][cH:42][cH:43]3)[C:22](=[O:24])[S:23]2)[cH:45][cH:46]1.[OH:1][CH2:2][c:3]1[n:4]([CH3:12])[c:5]2[c:6]([cH:7][n:8][cH:9][cH:10]2)[n:11]1>>[O:1]([CH2:2][c:3]1[n:4]([CH3:12])[c:5]2[c:6]([cH:7][n:8][cH:9][cH:10]2)[n:11]1)[c:14]1[cH:15][cH:16][c:17]([CH2:18][CH:19]2[C:20](=[O:44])[N:21]([C:25]([c:26]3[cH:27][cH:28][cH:29][cH:30][cH:31]3)([c:32]3[cH:33][cH:34][cH:35][cH:36][cH:37]3)[c:38]3[cH:39][cH:40][cH:41][cH:42][cH:43]3)[C:22](=[O:24])[S:23]2)[cH:45][cH:46]1. Starting materials: CCOC(=O)n1c2ccccc2c(=O)n1Cc1scnc1C, CCO, CC(=O)O, [K+], [OH-]. The product is Cc1ncsc1Cn1[nH]c2ccccc2c1=O. Reaction SMILES: [C:1]([O:2][CH2:3][CH3:4])(=[O:5])[n:6]1[n:7]([CH2:16][c:17]2[c:18]([CH3:22])[n:19][cH:20][s:21]2)[c:8](=[O:15])[c:9]2[cH:10][cH:11][cH:12][cH:13][c:14]12.[CH3:25][CH2:26][OH:27].[CH3:28][C:29](=[O:30])[OH:31].[K+:24].[OH-:23]>>[nH:6]1[n:7]([CH2:16][c:17]2[c:18]([CH3:22])[n:19][cH:20][s:21]2)[c:8](=[O:15])[c:9]2[cH:10][cH:11][cH:12][cH:13][c:14]12. Starting materials: COC=1C=C(C(=O)N2C[C@@](CC2)(CCOS(=O)(=O)C)C2=CC(=C(C=C2)Cl)Cl)C=C(C1OC)OC ((S)-1-(3,4,5-trimethoxybenzoyl)-3-(3,4-dichlorophenyl)-3-(2-methanesulfonyloxyethyl)pyrrolidine), C1(=CC=CC=C1)C1(CCNCC1)C(=O)O (4-phenylpiperidine-4-carboxylic acid). Yields the product COC=1C=C(C(=O)N2C[C@](CC2)(C2=CC(=C(C=C2)Cl)Cl)CCN2CCC(CC2)(C(=O)O)C2=CC=CC=C2)C=C(C1OC)OC ((R)-1-(3,4,5-Trimethoxybenzoyl)-3-(2-(4-phenyl-4-carboxypiperidin-1-yl)ethyl)-3-(3,4-dichlorophenyl)pyrrolidine). As a reaction SMILES: [CH3:1][O:2][C:3]1[CH:4]=[C:5]([CH:28]=[C:29]([O:33][CH3:34])[C:30]=1[O:31][CH3:32])[C:6]([N:8]1[CH2:12][CH2:11][C@@:10]([C:20]2[CH:25]=[CH:24][C:23]([Cl:26])=[C:22]([Cl:27])[CH:21]=2)([CH2:13][CH2:14]OS(C)(=O)=O)[CH2:9]1)=[O:7].[C:35]1([C:41]2([C:47]([OH:49])=[O:48])[CH2:46][CH2:45][NH:44][CH2:43][CH2:42]2)[CH:40]=[CH:39][CH:38]=[CH:37][CH:36]=1>>[CH3:34][O:33][C:29]1[CH:28]=[C:5]([CH:4]=[C:3]([O:2][CH3:1])[C:30]=1[O:31][CH3:32])[C:6]([N:8]1[CH2:12][CH2:11][C@:10]([CH2:13][CH2:14][N:44]2[CH2:43][CH2:42][C:41]([C:35]3[CH:36]=[CH:37][CH:38]=[CH:39][CH:40]=3)([C:47]([OH:49])=[O:48])[CH2:46][CH2:45]2)([C:20]2[CH:25]=[CH:24][C:23]([Cl:26])=[C:22]([Cl:27])[CH:21]=2)[CH2:9]1)=[O:7]. Procedure details: Alternately prepare by a method similar to Example 5.4.1 using (S)-1-(3,4,5-trimethoxybenzoyl)-3-(3,4-dichlorophenyl)-3-(2-methanesulfonyloxyethyl)pyrrolidine and 4-phenylpiperidine-4-carboxylic acid to give the title compound.